Dataset: the Open Reaction Database (ORD), a public repository of structured organic reaction records. Task: describe an organic reaction: reactants, conditions, products, and yield Reactants: C(C)OC([C@@](CC1=CC=C(C=C1)O)(OC1=CC=CC=C1)C)=O ((R)-3-(4-Hydroxyphenyl)-2-methyl-2-phenoxy-propionic acid ethyl ester), CC1=C(N=C(O1)C=1SC=CC1)CCOS(=O)(=O)C1=CC=C(C=C1)C (toluene-4-sulfonic acid 2-(5-methyl-2-thiophen-2-yl-oxazol-4-yl)-ethyl ester). Yields the product C(C)OC([C@@](CC1=CC=C(C=C1)OCCC=1N=C(OC1C)C=1SC=CC1)(OC1=CC=CC=C1)C)=O ((R)-2-methyl-3-{4-[2-(5-methyl-2-thiophen-2-yl-oxazol-4-yl)-ethoxy]phenyl}-2-phenoxypropionic acid ethyl ester). Reaction SMILES: [CH2:1]([O:3][C:4](=[O:22])[C@:5]([CH3:21])([O:14][C:15]1[CH:20]=[CH:19][CH:18]=[CH:17][CH:16]=1)[CH2:6][C:7]1[CH:12]=[CH:11][C:10]([OH:13])=[CH:9][CH:8]=1)[CH3:2].[CH3:23][C:24]1[O:28][C:27]([C:29]2[S:30][CH:31]=[CH:32][CH:33]=2)=[N:26][C:25]=1[CH2:34][CH2:35]OS(C1C=CC(C)=CC=1)(=O)=O>>[CH2:1]([O:3][C:4](=[O:22])[C@:5]([CH3:21])([O:14][C:15]1[CH:20]=[CH:19][CH:18]=[CH:17][CH:16]=1)[CH2:6][C:7]1[CH:12]=[CH:11][C:10]([O:13][CH2:35][CH2:34][C:25]2[N:26]=[C:27]([C:29]3[S:30][CH:31]=[CH:32][CH:33]=3)[O:28][C:24]=2[CH3:23])=[CH:9][CH:8]=1)[CH3:2]. Procedure: (R)-3-(4-Hydroxyphenyl)-2-methyl-2-phenoxy-propionic acid ethyl ester and toluene-4-sulfonic acid 2-(5-methyl-2-thiophen-2-yl-oxazol-4-yl)-ethyl ester were reacted, as described in Example 1, Step D, to provide (R)-2-methyl-3-{4-[2-(5-methyl-2-thiophen-2-yl-oxazol-4-yl)-ethoxy]phenyl}-2-phenoxypropionic acid ethyl ester, shown below, as a colorless oil (54%). 1H NMR (300 MHz, CDCl3): δ 7.59 (d, 1H), 7.37 (d, 1H), 7.24 (t, 2H), 7.13 (d, 2H), 7.09 (t, 1H), 6.96 (t, 1H), 6.83 (d, 2H), 6.82 (d, 2H),... Reactants: CCOC(=O)CSCC(NC(=O)OC(C)(C)C)C(=O)OCC, C1CCOC1, CC(=O)O, CCCCC, CCO, [H-], [Na+]. Yields the product CCOC(=O)C1SCC(NC(=O)OC(C)(C)C)C1=O. Reaction SMILES: [C:6]([CH3:7])([CH3:8])([CH3:9])[O:10][C:11](=[O:12])[NH:13][CH:14]([CH2:15][S:16][CH2:17][C:18](=[O:19])[O:20][CH2:21][CH3:22])[C:23]([O:25][CH2:24][CH3:26])=[O:27].[CH2:37]1[O:38][CH2:39][CH2:40][CH2:41]1.[CH3:28][C:29](=[O:30])[OH:31].[CH3:32][CH2:33][CH2:34][CH2:35][CH3:36].[CH3:3][CH2:4][OH:5].[H-:2].[Na+:1]>>[C:6]([CH3:7])([CH3:8])([CH3:9])[O:10][C:11](=[O:12])[NH:13][CH:14]1[CH2:15][S:16][CH:17]([C:18](=[O:19])[O:20][CH2:21][CH3:22])[C:23]1=[O:25].